This data is from the Open Reaction Database (ORD), a public repository of structured organic reaction records. The task is: describe an organic reaction: reactants, conditions, products, and yield Reactants: C(C)(C)[N-]C(C)C.[Li+] (Lithium diisopropylamide), solution, IC1=CC=C(C=C1)C(C(C)C)(C)C1=CC=C(OC(C(=O)OC)C2=NC=CC=C2)C=C1 (methyl {4-[1-(4-iodophenyl)-1,2-dimethylpropyl]phenoxy}(pyridin-2-yl)acetate), CN1C(N(CCC1)C)=O (1,3-dimethyl-3,4,5,6-tetrahydro-2(1H)-pyrimidinone), IC (iodomethane). Solvent: C1CCCCC1 (cyclohexane), C1CCOC1 (THF). Run at time 15 minute. Yields the product IC1=CC=C(C=C1)C(C(C)C)(C)C1=CC=C(OC(C(=O)OC)(C)C2=NC=CC=C2)C=C1 (methyl 2-{4-[1-(4-iodophenyl)-1,2-dimethylpropyl]phenoxy}-2-pyridin-2-ylpropanoate). RXN SMILES: [CH:1]([N-]C(C)C)(C)C.[Li+].[I:9][C:10]1[CH:15]=[CH:14][C:13]([C:16]([C:21]2[CH:38]=[CH:37][C:24]([O:25][CH:26]([C:31]3[CH:36]=[CH:35][CH:34]=[CH:33][N:32]=3)[C:27]([O:29][CH3:30])=[O:28])=[CH:23][CH:22]=2)([CH3:20])[CH:17]([CH3:19])[CH3:18])=[CH:12][CH:11]=1.CN1CCCN(C)C1=O.IC>C1CCCCC1.C1COCC1>[I:9][C:10]1[CH:11]=[CH:12][C:13]([C:16]([C:21]2[CH:22]=[CH:23][C:24]([O:25][C:26]([C:31]3[CH:36]=[CH:35][CH:34]=[CH:33][N:32]=3)([CH3:1])[C:27]([O:29][CH3:30])=[O:28])=[CH:37][CH:38]=2)([CH3:20])[CH:17]([CH3:18])[CH3:19])=[CH:14][CH:15]=1 |f:0.1|. Reported procedure: Lithium diisopropylamide mono (THF) (1.2 equiv. of a 5M solution in cyclohexane) is added to a stirred solution of 5c (1 equiv.) in THF at −78° C. After 15 mins, 1,3-dimethyl-3,4,5,6-tetrahydro-2(1H)-pyrimidinone (1 equiv.) is added followed by iodomethane (1.5 equiv). After 1 h, the reaction mixture is warmed to room temperature and aged until the reaction is deemed complete. The reaction mixture is quenched with saturated aqueous ammonium chloride, poured into saturated aqueous sodium bicarbon... The reactants are C(C)(=O)O[C@H]([C@H](C(=O)N(CCOS(=O)(=O)C)C1=CC=C2C=CNC2=C1)CC(=O)[O-])C(=O)NC1=CC=C(C=C1)C#N ([(2R,3R)-3-acetyloxy-4-(4-cyanoanilino)-1-[1H-indol-6-yl(2-methylsulfonyloxyethyl)amino]-1,4-dioxobutan-2-yl]acetate), C(=O)([O-])[O-].[K+].[K+] (K2CO3), Cl (HCl), O (H2O). Run in CO (MeOH), CCOCC (Et2O). Reaction conditions: temperature 0 celsius, time 8 hour. Product: C(#N)C1=CC=C(C=C1)NC([C@@H]([C@@H]1C(N(CCO1)C1=CC=C2C=CNC2=C1)=O)O)=O ((2R)—N-(4-cyanophenyl)-2-hydroxy-2-[(2R)-4-(1H-indol-6-yl)-3-oxomorpholin-2-yl]acetamide). Isolated yield 17.2%. As a reaction SMILES: C([O:4][C@@H:5]([C:30]([NH:32][C:33]1[CH:38]=[CH:37][C:36]([C:39]#[N:40])=[CH:35][CH:34]=1)=[O:31])[C@@H:6](CC([O-])=O)[C:7]([N:9]([C:17]1[CH:25]=[C:24]2[C:20]([CH:21]=[CH:22][NH:23]2)=[CH:19][CH:18]=1)[CH2:10][CH2:11][O:12]S(C)(=O)=O)=[O:8])(=O)C.C([O-])([O-])=O.[K+].[K+].Cl.O>CO.CCOCC>[C:39]([C:36]1[CH:37]=[CH:38][C:33]([NH:32][C:30](=[O:31])[C@H:5]([OH:4])[C@H:6]2[O:12][CH2:11][CH2:10][N:9]([C:17]3[CH:25]=[C:24]4[C:20]([CH:21]=[CH:22][NH:23]4)=[CH:19][CH:18]=3)[C:7]2=[O:8])=[CH:34][CH:35]=1)#[N:40] |f:1.2.3|. Procedure details: To a solution of compound 18-2 (0.34 g) in MeOH (10.2 mL), was added K2CO3 (272 mg) at 0° C. The reaction mixture was stirred at 0° C. overnight. Then 1N HCl (2 mL), H2O (5 mL) and Et2O (15 mL) were added into the reaction mixture. The precipitate was collected by filtration and was rinsed with H2O and Et2O to obtain compound 18-3 (40 mg) as a colorless amorphous solid. Reaction SMILES: [OH-].[Na+].[CH3:3]Cl.[CH3:5][O:6][CH:7]([NH:9][C:10](=[O:12])[CH3:11])[CH3:8]>>[CH3:5][O:6][CH:7]([N:9]([CH3:3])[C:10](=[O:12])[CH3:11])[CH3:8] |f:0.1|. Product: COC(C)N(C(C)=O)C (N-α-Methoxyethyl-N-methyl-acetamide). Procedure: 1,800 g of 50% strength sodium hydroxide solution, 900 g of sodium hydroxide in the form of flakes and 300 g of methyl chloride are initially introduced into a pressure kettle provided with an anchor stirrer. 1,760 g of N-α-methoxyethyl-acetamide and 1,000 g of methyl chloride are uniformly metered in over a period of 3 hours. After a further 3 hours, the kettle is depressurized and the contents are degassed by passing in nitrogen. The reaction product with a lower specific gravity is separated ... Reaction conditions: time 3 hour. Starting materials: [OH-].[Na+] (sodium hydroxide), [OH-].[Na+] (sodium hydroxide), CCl (methyl chloride), COC(C)NC(C)=O (N-α-methoxyethyl-acetamide), CCl (methyl chloride). The reactants are BrC=1C=C2CCC(NC2=CC1F)=S (6-bromo-7-fluoro-3,4-dihydroquinoline-2(1H)-thione), C(C)(=O)NN (acetic hydrazide). The solvent is C(CCC)O (n-butanol). Conditions: temperature 120 celsius. The product is BrC=1C=C2CCC=3N(C2=CC1F)C(=NN3)C (7-bromo-8-fluoro-1-methyl-4,5-dihydro-[1,2,4]triazolo[4,3-a]quinoline). RXN SMILES: [Br:1][C:2]1[CH:3]=[C:4]2[C:9](=[CH:10][C:11]=1[F:12])[NH:8][C:7](=S)[CH2:6][CH2:5]2.[C:14]([NH:17][NH2:18])(=O)[CH3:15]>C(O)CCC>[Br:1][C:2]1[CH:3]=[C:4]2[C:9](=[CH:10][C:11]=1[F:12])[N:8]1[C:14]([CH3:15])=[N:17][N:18]=[C:7]1[CH2:6][CH2:5]2. Procedure: To a stirred solution of 6-bromo-7-fluoro-3,4-dihydroquinoline-2(1H)-thione (122-4; 7.0 g, 0.026 mol) in n-butanol (30 mL) was added acetic hydrazide (4.81 g, 0.065 mol). Reaction mass was warmed at 120° C. for 16 h. The reaction mixture was concentrated and directly purified by silica gel column chromatography to obtain title compound. 1H NMR (400 MHz, DMSO-d6) δ 7.88-7.86 (d, J=7.6 Hz, 1H), 7.70-7.67 (d, J=10 Hz, 1H), 3.0-2.94 (m, 4H), 2.67 (s, 3H). MS (M+1): 284.2. Starting materials: CC(C)(C)OC(=O)NC1CCOc2cc(C#N)ccc21, [H-], CI, [Na+], CN(C)C=O. The product is CN(C(=O)OC(C)(C)C)C1CCOc2cc(C#N)ccc21. As a reaction SMILES: [C:1]([CH3:2])([CH3:3])([CH3:4])[O:5][C:6]([NH:7][CH:8]1[CH2:9][CH2:10][O:11][c:12]2[cH:13][c:14]([C:18]#[N:19])[cH:15][cH:16][c:17]21)=[O:20].[H-:22].[I:23][CH3:24].[Na+:21].[O:25]=[CH:26][N:27]([CH3:28])[CH3:29]>>[C:1]([CH3:2])([CH3:3])([CH3:4])[O:5][C:6]([N:7]([CH:8]1[CH2:9][CH2:10][O:11][c:12]2[cH:13][c:14]([C:18]#[N:19])[cH:15][cH:16][c:17]21)[CH3:24])=[O:20]. Reactants: [Al+3], C1CCOC1, [H-], [H-], [H-], [H-], [Li+], CN(C)CCN1C(=O)CCc2cc(N)ccc21, [Na+], [Na+], [Na+], O=S(=O)([O-])[O-], [OH-]. Yields the product CN(C)CCN1CCCc2cc(N)ccc21. RXN SMILES: [Al+3:19].[CH2:33]1[O:34][CH2:35][CH2:36][CH2:37]1.[H-:18].[H-:21].[H-:22].[H-:23].[Li+:20].[NH2:1][c:2]1[cH:3][c:4]2[c:9]([cH:10][cH:11]1)[N:8]([CH2:12][CH2:13][N:14]([CH3:15])[CH3:16])[C:7](=[O:17])[CH2:6][CH2:5]2.[Na+:25].[Na+:26].[Na+:27].[O-:28][S:29]([O-:30])(=[O:31])=[O:32].[OH-:24]>>[NH2:1][c:2]1[cH:3][c:4]2[c:9]([cH:10][cH:11]1)[N:8]([CH2:12][CH2:13][N:14]([CH3:15])[CH3:16])[CH2:7][CH2:6][CH2:5]2.